The task is: describe an organic reaction: reactants, conditions, products, and yield. This data is from the Open Reaction Database (ORD), a public repository of structured organic reaction records. Reactants: C1COC2(C=C(C2(C2=CC=C(C=C2)I)O)C)O1 (4-hydroxy-4-p-iodophenyl-3-methyl-2-cyclobuten-1-one ethylene acetal), OS(=O)(=O)O (H2SO4). Solvent: C1CCOC1.O (THF H2O), CCOCC (ether). Reaction conditions: time 4 hour. The product is OC1(C(=CC1=O)C)C1=CC=C(C=C1)I (4-Hydroxy-4-p-iodophenyl-3-methyl-2-cyclobuten-1-one). The yield is 87.0%. As a reaction SMILES: C1O[C:4]2([C:7]([OH:15])([C:8]3[CH:13]=[CH:12][C:11]([I:14])=[CH:10][CH:9]=3)[C:6]([CH3:16])=[CH:5]2)[O:3]C1.OS(O)(=O)=O>C1COCC1.O.CCOCC>[OH:15][C:7]1([C:8]2[CH:9]=[CH:10][C:11]([I:14])=[CH:12][CH:13]=2)[C:4](=[O:3])[CH:5]=[C:6]1[CH3:16] |f:2.3|. Reported procedure: To a solution of 4-hydroxy-4-p-iodophenyl-3-methyl-2-cyclobuten-1-one ethylene acetal (80 mg, 0.23 mmol dissolved in THF:H2O (3:1, 8 ml) was added dropwise 1N H2SO4 (3 ml) at room temperature. The reaction mixture was stirred for 4 h. The mixture was then diluted with ether (10 ml), and the organic fraction was separated from the aqueous phase by repeated extractions with ether (2×5 ml). The ether layer was dried over Na2SO4 and concentrated in vacuo to give a pale yellow oil (62 mg, 87%). 1H NM... The reactants are [N+](=O)(O)[O-] (HNO3), OC1=NC(=NC(=C1)O)OC (4,6-Dihydroxy-2-methoxypyrimidine). The solvent is CC(=O)O (HOAc). Product: OC1=NC(=NC(=C1[N+](=O)[O-])O)OC (4,6-Dihydroxy-2-methoxy-5-nitropyrimidine). The yield is 68.0%. Reaction SMILES: [N+:1]([O-:4])(O)=[O:2].[OH:5][C:6]1[CH:11]=[C:10]([OH:12])[N:9]=[C:8]([O:13][CH3:14])[N:7]=1>CC(O)=O>[OH:5][C:6]1[C:11]([N+:1]([O-:4])=[O:2])=[C:10]([OH:12])[N:9]=[C:8]([O:13][CH3:14])[N:7]=1. Procedure details: To glacial HOAc (860 mL) was added red fuming HNO3 (300 mL) with cooling and stirring, at such a rate that the temperature was kept below 20° C. This stirred mixture was cooled in an ice bath and the foregoing material prepared in Example 134 (200 g, 78% pure, 1.1 mol) was added in portions over a period of 1 hr such that the temperature was maintained between 18°-20° C. The reaction was then stirred overnight. The precipitate which formed was filtered off and washed with HOAc (50 mL). This soli... The reactants are O=C1CCC(=O)N1Br, O=C(OOC(=O)c1ccccc1)c1ccccc1, ClC(Cl)(Cl)Cl, CCOC(=O)c1nc(-c2ccccc2)sc1C. Product: CCOC(=O)c1nc(-c2ccccc2)sc1CBr. RXN SMILES: [Br:18][N:19]1[C:20](=[O:21])[CH2:22][CH2:23][C:24]1=[O:25].[C:26]([O:27][O:28][C:29](=[O:30])[c:31]1[cH:32][cH:33][cH:34][cH:35][cH:36]1)(=[O:37])[c:38]1[cH:39][cH:40][cH:41][cH:42][cH:43]1.[C:44]([Cl:45])([Cl:46])([Cl:47])[Cl:48].[CH2:1]([CH3:2])[O:3][C:4](=[O:5])[c:6]1[n:7][c:8](-[c:12]2[cH:13][cH:14][cH:15][cH:16][cH:17]2)[s:9][c:10]1[CH3:11]>>[CH2:1]([CH3:2])[O:3][C:4](=[O:5])[c:6]1[n:7][c:8](-[c:12]2[cH:13][cH:14][cH:15][cH:16][cH:17]2)[s:9][c:10]1[CH2:11][Br:18]. Reactants: FC1=C(C=CC(=C1)F)I (2,4-difluoroiodobenzene), CC(C(C(C(C)(C)C)=O)=O)CCC (tetramethyl heptanedione), C([O-])([O-])=O.[Cs+].[Cs+] (cesium carbonate), BrC1=CC=C(C=C1)S (4-bromothiophenol). Reagents/catalysts: Cl[Cu] (CuCl). Run in hexanes, CN1C(CCC1)=O (N-Methyl-2-pyrrolidone), C(C)(=O)OCC (ethyl acetate). Run at temperature 130 celsius, time 2 hour. Yields the product BrC1=CC=C(C=C1)SC1=C(C=CC=C1F)F (1-(4-bromo-phenylsulfanyl)-2,6-difluorobenzene). Yield: 36.5%. RXN SMILES: [Br:1][C:2]1[CH:7]=[CH:6][C:5]([SH:8])=[CH:4][CH:3]=1.[F:9][C:10]1[CH:15]=[C:14]([F:16])[CH:13]=[CH:12][C:11]=1I.CC(CCC)C(=O)C(=O)C(C)(C)C.C(=O)([O-])[O-].[Cs+].[Cs+]>C(OCC)(=O)C.Cl[Cu].CN1CCCC1=O>[Br:1][C:2]1[CH:7]=[CH:6][C:5]([S:8][C:15]2[C:10]([F:9])=[CH:11][CH:12]=[CH:13][C:14]=2[F:16])=[CH:4][CH:3]=1 |f:3.4.5|. Procedure: N-Methyl-2-pyrrolidone (10 mL) was added to 4-bromothiophenol (0.500 g, 2.64 mmol) in a sealed tube and the mixture was purged with argon for 5 minutes. After this time, 2,4-difluoroiodobenzene (0.63 g, 2.64 mmol), CuCl (0.131 g, 1.32 mmol), tetramethyl heptanedione (0.14 mL, 0.66 mmol) and cesium carbonate (1.70 g, 5.28 mmol) were added to the reaction mixture. The reaction mixture was stirred at 130° C. under argon for 2 hours. The reaction mixture was cooled to room temperature, diluted with ... Reactants: FC1=C(N)C(=CC=C1)F (2,6-difluoroaniline), CC1=NC=2N(C=C1)N=C(N2)S(=O)(=O)Cl (5-methyl-1,2,4-triazolo[1,5-a]pyrimidine-2-sulfonyl chloride). The solvent is N1=CC=CC=C1 (pyridine). Run at time 15.5 hour. The product is CC1=NC=2N(C=C1)N=C(N2)S(=O)(=O)NC2=C(C=CC=C2F)F (5-methyl-N-(2,6-difluorophenyl)-1,2,4-triazolo[1,5-a]pyrimidine-2-sulfonamide). Yield: 72.5%. Reaction SMILES: [F:1][C:2]1[CH:8]=[CH:7][CH:6]=[C:5]([F:9])[C:3]=1[NH2:4].[CH3:10][C:11]1[CH:16]=[CH:15][N:14]2[N:17]=[C:18]([S:20](Cl)(=[O:22])=[O:21])[N:19]=[C:13]2[N:12]=1>N1C=CC=CC=1>[CH3:10][C:11]1[CH:16]=[CH:15][N:14]2[N:17]=[C:18]([S:20]([NH:4][C:3]3[C:2]([F:1])=[CH:8][CH:7]=[CH:6][C:5]=3[F:9])(=[O:22])=[O:21])[N:19]=[C:13]2[N:12]=1. Reported procedure: The starting 2,6-difluoroaniline (18.1 g, 0.140 mol) was dissolved in 45 ml of pyridine and 36.1 g (0.155 mol) of 5-methyl-1,2,4-triazolo[1,5-a]pyrimidine-2-sulfonyl chloride was added. After an exothermic reaction subsided the reaction mixture was stirred at room temperature for 15.5 hours. The pyridine was removed by evaporation at reduced pressure, and the residue was treated with 600 ml of 0.5N NaOH. After stirring to dissolve all soluble material the mixture was filtered through celite and ... The reactants are NC1=C(C=CC=C1)O (2-aminophenol), ClCCCBr (3-Chloro-1-bromopropane), O (water), [H-].[Na+] (sodium hydride), oil. Solvent: CN(C=O)C (dimethylformamide), CN(C=O)C (dimethylformamide), CN(C=O)C (dimethylformamide). Conditions: time 1 hour. Yields the product ClCCCOC1=C(N)C=CC=C1 (2-(3-chloropropoxy)aniline). RXN SMILES: [H-].[Na+].[NH2:3][C:4]1[CH:9]=[CH:8][CH:7]=[CH:6][C:5]=1[OH:10].[Cl:11][CH2:12][CH2:13][CH2:14]Br.O>CN(C)C=O>[Cl:11][CH2:12][CH2:13][CH2:14][O:10][C:5]1[CH:6]=[CH:7][CH:8]=[CH:9][C:4]=1[NH2:3] |f:0.1|. Procedure details: To a stirred suspension of sodium hydride (11.0 g, 230 mmol of a 50% oil dispersion) in dimethylformamide (250 ml), under nitrogen, was added, dropwise, 2-aminophenol (25.0 g, 230 mmol) dissolved in dimethylformamide (125 ml). After complete addition, the reaction was stirred at ambient temperature for 1 hour, and then it was cooled to 5° C. (ice bath). 3-Chloro-1-bromopropane (36.2 g, 230 mmol) in dimethylformamide (50 ml) was added, dropwise, so that the temperature did not go above 8° C. The ... Product: CCc1ccc(Nc2nc3cc(NC(=O)Cc4ccccc4)ccc3o2)cc1. Reactants: CCc1ccc(Nc2nc3cc(N)ccc3o2)cc1, CCN(C(C)C)C(C)C, Cl, CN(C)C=O, O=C(Cl)Cc1ccccc1. As a reaction SMILES: [CH2:1]([CH3:2])[c:3]1[cH:4][cH:5][c:6]([NH:9][c:10]2[o:11][c:12]3[c:13]([n:14]2)[cH:15][c:16]([NH2:19])[cH:17][cH:18]3)[cH:7][cH:8]1.[CH:30]([N:31]([CH2:32][CH3:33])[CH:34]([CH3:35])[CH3:36])([CH3:37])[CH3:38].[ClH:39].[O:40]=[CH:41][N:42]([CH3:43])[CH3:44].[c:20]1([CH2:26][C:27](=[O:28])[Cl:29])[cH:21][cH:22][cH:23][cH:24][cH:25]1>>[CH2:1]([CH3:2])[c:3]1[cH:4][cH:5][c:6]([NH:9][c:10]2[o:11][c:12]3[c:13]([n:14]2)[cH:15][c:16]([NH:19][C:27]([CH2:26][c:20]2[cH:21][cH:22][cH:23][cH:24][cH:25]2)=[O:28])[cH:17][cH:18]3)[cH:7][cH:8]1.